From a dataset of the Open Reaction Database (ORD), a public repository of structured organic reaction records. describe an organic reaction: reactants, conditions, products, and yield Starting materials: CSSC, Cl, O=N[O-], Nc1cc(S(=O)(=O)O)ccc1Cl, [Na+], O. The product is CSc1cc(S(=O)(=O)O)ccc1Cl. RXN SMILES: [CH3:18][S:19][S:20][CH3:21].[ClH:13].[N:14]([O-:15])=[O:16].[NH2:1][c:2]1[cH:3][c:4]([S:9](=[O:10])(=[O:11])[OH:12])[cH:5][cH:6][c:7]1[Cl:8].[Na+:17].[OH2:22]>>[c:2]1([S:19][CH3:18])[cH:3][c:4]([S:9](=[O:10])(=[O:11])[OH:12])[cH:5][cH:6][c:7]1[Cl:8].